From a dataset of the Open Reaction Database (ORD), a public repository of structured organic reaction records. describe an organic reaction: reactants, conditions, products, and yield The reactants are FC1=CC=C(C=C1)C=1SC=CC1C1=CC=C(C=C1)S(=O)(=O)C (2-(4-fluorophenyl)-3-(4-methylsulfonylphenyl)thiophene), solution, BrBr (bromine), BrBr (bromine). Solvent: C(Cl)Cl (methylene chloride), C(C)(=O)O (acetic acid), C(C)(=O)O (acetic acid). Reaction conditions: time 1 hour. The product is BrC1=CC(=C(S1)C1=CC=C(C=C1)F)C1=CC=C(C=C1)S(=O)(=O)C (5-Bromo-2-(4-fluorophenyl)-3-(4-methylsulfonylphenyl)thiophene). Reaction SMILES: [F:1][C:2]1[CH:7]=[CH:6][C:5]([C:8]2[S:9][CH:10]=[CH:11][C:12]=2[C:13]2[CH:18]=[CH:17][C:16]([S:19]([CH3:22])(=[O:21])=[O:20])=[CH:15][CH:14]=2)=[CH:4][CH:3]=1.[Br:23]Br>C(Cl)Cl.C(O)(=O)C>[Br:23][C:10]1[S:9][C:8]([C:5]2[CH:4]=[CH:3][C:2]([F:1])=[CH:7][CH:6]=2)=[C:12]([C:13]2[CH:18]=[CH:17][C:16]([S:19]([CH3:22])(=[O:21])=[O:20])=[CH:15][CH:14]=2)[CH:11]=1. Reported procedure: A solution of the crude 2-(4-fluorophenyl)-3-(4-methylsulfonylphenyl)thiophene of Example 2a (12.6 g, up to 30 mmole) in methylene chloride (100 ml) was diluted with 75 ml of acetic acid and cooled to about 5°. A 1M solution of bromine in acetic acid (33 ml, 1.1 equiv) was added and the reaction stirred at about 5°. After 1 hour, additional bromine solution (5 ml) was added. After 2 hours total reaction time, the reaction mixture was concentrated in vacuo. The residue was dissolved in ethyl acet... The reactants are C(C1=CC=CC=C1)(=O)NC1=CC=C(C=C1)C(C)=O (4'-benzamidoacetophenone), BrBr (bromine). Run in C(Cl)(Cl)Cl (chloroform). Product: C(C1=CC=CC=C1)(=O)NC1=CC=C(C=C1)C(CBr)=O (4'-Benzamido-2-bromoacetophenone). As a reaction SMILES: [C:1]([NH:9][C:10]1[CH:15]=[CH:14][C:13]([C:16](=[O:18])[CH3:17])=[CH:12][CH:11]=1)(=[O:8])[C:2]1[CH:7]=[CH:6][CH:5]=[CH:4][CH:3]=1.[Br:19]Br>C(Cl)(Cl)Cl>[C:1]([NH:9][C:10]1[CH:11]=[CH:12][C:13]([C:16](=[O:18])[CH2:17][Br:19])=[CH:14][CH:15]=1)(=[O:8])[C:2]1[CH:3]=[CH:4][CH:5]=[CH:6][CH:7]=1. Procedure: A warm solution of 4'-benzamidoacetophenone (1.031 g) in chloroform (100 ml) was treated with bromine (0.22 ml). After dilution with more chloroform (50 ml), the resulting solution was washed with 2N-sodium hydroxide solution (2×25 ml) and water (50 ml), dried (MgSO4) and evaporated to a white solid (1.315 g). This was crystallised from ethanol to give the title acetophenone (922 mg); m.p. 171°-174°. The reactants are ClC1=CC=2C(=NC(N2)=S)C=C1Cl (5,6-dichlorobenzimidazole-2-thione), C[Si](N[Si](C)(C)C)(C)C (hexamethyldisilazane), (NH4)2SO4, BrC1(O)[C@H](OC(C)=O)[C@H](OC(C)=O)[C@H](O1)COC(C)=O (1-bromo-2,3,5-tri-O-acetyl-D-ribofuranose), [I-].[Na+] (sodium iodide). Run in C(Cl)(Cl)Cl (CHCl3). Reaction conditions: time 15 hour. The product is ClC1=CC2=C(N(C(N2)=S)[C@H]2[C@H](OC(C)=O)[C@H](OC(C)=O)[C@H](O2)COC(C)=O)C=C1Cl (5,6-dichloro-1-(2,3,5-tri-O-acetyl-β-D-ribofuranosyl) benzimidazole-2-thione). Reaction SMILES: [Cl:1][C:2]1[C:11]([Cl:12])=[CH:10][C:5]2=[N:6][C:7](=[S:9])[N:8]=[C:4]2[CH:3]=1.C[Si](C)(C)N[Si](C)(C)C.Br[C:23]1([O:36][C@H:35]([CH2:37][O:38][C:39](=[O:41])[CH3:40])[C@@H:30]([O:31][C:32](=[O:34])[CH3:33])[C@H:25]1[O:26][C:27](=[O:29])[CH3:28])O.[I-].[Na+]>C(Cl)(Cl)Cl>[Cl:1][C:2]1[C:11]([Cl:12])=[CH:10][C:5]2[N:6]([C@@H:23]3[O:36][C@H:35]([CH2:37][O:38][C:39](=[O:41])[CH3:40])[C@@H:30]([O:31][C:32](=[O:34])[CH3:33])[C@H:25]3[O:26][C:27](=[O:29])[CH3:28])[C:7](=[S:9])[NH:8][C:4]=2[CH:3]=1 |f:3.4|. Reported procedure: A mixture of dry 5,6-dichlorobenzimidazole-2-thione (3, 2.19 g 10 mmole), hexamethyldisilazane (4 ml) and (NH4)2SO4 (0.1 g) was heated at reflux temperature with stirring for 15 hr under anhydrous conditions. The clear brown reaction mixture was fractionated to remove unreacted HMDS under reduced pressure (water aspirator) to afford the disilylated compound. The silylated compound was mixed with 1-bromo-2,3,5-tri-O-acetyl-D-ribofuranose (from 3.5 g (11 mmole) of tetraacetylsugar) and sodium iodi...